From a dataset of the Open Reaction Database (ORD), a public repository of structured organic reaction records. describe an organic reaction: reactants, conditions, products, and yield Reactants: [O-]C#N.[K+] (Potassium cyanate), NC1=CC(=CC2=C1C=1C=NC=CC1C(O2)(C)C)C(C)CCCC2=CC=C(C=C2)F (10-amino-8-[5-(4-fluorophenyl)-2-pentyl]-5,5-dimethyl-5H-[1]benzopyrano [4,3-c]pyridine), C(C)(=O)O (acetic acid). Run in O (water). Run at time 18 hour. Yields the product FC1=CC=C(C=C1)CCCC(C)C1=CC2=C(C(=C1)NC(=O)N)C=1C=NC=CC1C(O2)(C)C (8-[5-(4-Fluorophenyl)-2-pentyl]-5,5-dimethyl-10-ureido-5H-[1]benzopyrano[4,3-c]pyridine). RXN SMILES: [O-:1][C:2]#[N:3].[K+].[NH2:5][C:6]1[C:11]2[C:12]3[CH:13]=[N:14][CH:15]=[CH:16][C:17]=3[C:18]([CH3:21])([CH3:20])[O:19][C:10]=2[CH:9]=[C:8]([CH:22]([CH2:24][CH2:25][CH2:26][C:27]2[CH:32]=[CH:31][C:30]([F:33])=[CH:29][CH:28]=2)[CH3:23])[CH:7]=1.C(O)(=O)C>O>[F:33][C:30]1[CH:29]=[CH:28][C:27]([CH2:26][CH2:25][CH2:24][CH:22]([C:8]2[CH:7]=[C:6]([NH:5][C:2]([NH2:3])=[O:1])[C:11]3[C:12]4[CH:13]=[N:14][CH:15]=[CH:16][C:17]=4[C:18]([CH3:21])([CH3:20])[O:19][C:10]=3[CH:9]=2)[CH3:23])=[CH:32][CH:31]=1 |f:0.1|. Procedure details: Potassium cyanate (1.22 g., 0.015 mole) was added to a stirred solution of 1.95 g. (0.005 mole) of 10-amino-8-[5-(4-fluorophenyl)-2-pentyl]-5,5-dimethyl-5H-[1]benzopyrano [4,3-c]pyridine in 20 ml. of glacial acetic acid. The mixture was stirred at room temperature for 18 hours and was diluted with 80 ml. of water. After cooling in an ice bath, the aqueous acetic acid solution was decanted, the residue was triturated with water, cooled, filtered, and recrystallized from acetonitrile, m.p. 179°-18... Starting materials: C1(CCCCC1)CCN(C(=O)C(CCC(=O)OC)CS(=O)(=O)C1=CC2=CC=CC=C2C=C1)CCC1CCCCC1 (methyl 4-[N,N-bis(2-cyclohexylethyl)carbamoyl]-5-(2-naphthylsulfonyl)pentanoate), [OH-].[Na+] (sodium hydroxide). Solvent: C(C)O (ethanol). Conditions: time 16 hour. Yields the product C1(CCCCC1)CCN(C(=O)C(CCC(=O)O)CS(=O)(=O)C1=CC2=CC=CC=C2C=C1)CCC1CCCCC1 (4-[N,N-bis(2-cyclohexylethyl)carbamoyl]-5-(2-naphthylsulfonyl)pentanoic acid). The yield is 58.8%. Reaction SMILES: [CH:1]1([CH2:7][CH2:8][N:9]([CH2:33][CH2:34][CH:35]2[CH2:40][CH2:39][CH2:38][CH2:37][CH2:36]2)[C:10]([CH:12]([CH2:19][S:20]([C:23]2[CH:32]=[CH:31][C:30]3[C:25](=[CH:26][CH:27]=[CH:28][CH:29]=3)[CH:24]=2)(=[O:22])=[O:21])[CH2:13][CH2:14][C:15]([O:17]C)=[O:16])=[O:11])[CH2:6][CH2:5][CH2:4][CH2:3][CH2:2]1.[OH-].[Na+]>C(O)C>[CH:35]1([CH2:34][CH2:33][N:9]([CH2:8][CH2:7][CH:1]2[CH2:2][CH2:3][CH2:4][CH2:5][CH2:6]2)[C:10]([CH:12]([CH2:19][S:20]([C:23]2[CH:32]=[CH:31][C:30]3[C:25](=[CH:26][CH:27]=[CH:28][CH:29]=3)[CH:24]=2)(=[O:21])=[O:22])[CH2:13][CH2:14][C:15]([OH:17])=[O:16])=[O:11])[CH2:40][CH2:39][CH2:38][CH2:37][CH2:36]1 |f:1.2|. Procedure details: To a solution of methyl 4-[N,N-bis(2-cyclohexylethyl)carbamoyl]-5-(2-naphthylsulfonyl)pentanoate (150 mg) in ethanol (3 ml) was added a 1N sodium hydroxide solution (0.26 ml), and the mixture was stirred at room temperature for 16 hours. The reaction mixture was concentrated in vacuo, acidified with a dilute hydrochloric acid, extracted with ethyl acetate. The organic layer was washed with water, dried over MgSO4, and evaporated at reduced pressure. The residue was recrystallized from ethyl acet... Starting materials: C#CC1(O)CCN(C(C)=O)CC1, CS(C)=O, O=[N+]([O-])c1ccccc1F, [H-], [Na+], [Na], O. The product is C#CC1(Oc2ccccc2[N+](=O)[O-])CCN(C(C)=O)CC1. RXN SMILES: [C:4]([CH3:5])(=[O:6])[N:7]1[CH2:8][CH2:9][C:10]([OH:13])([C:14]#[CH:15])[CH2:11][CH2:12]1.[CH3:27][S:28]([CH3:29])=[O:30].[F:16][c:17]1[c:18]([N+:23](=[O:24])[O-:25])[cH:19][cH:20][cH:21][cH:22]1.[H-:2].[Na+:3].[Na:1].[OH2:26]>>[C:4]([CH3:5])(=[O:6])[N:7]1[CH2:8][CH2:9][C:10]([O:13][c:17]2[c:18]([N+:23](=[O:24])[O-:25])[cH:19][cH:20][cH:21][cH:22]2)([C:14]#[CH:15])[CH2:11][CH2:12]1. Reactants: ClC1=C(C(=CC=C1[N+](=O)[O-])Cl)C=1C(NC2=CC=NC=C2C1)=O (3-(2,6-dichloro-3-nitro-phenyl)-1H-[1,6]naphthyridin-2-one), IC (IMe). Solvent: CCOC(=O)C (EtOAc), CN(C)C=O (DMF). Run at temperature 0 celsius, time 2 hour. Product: ClC1=C(C(=CC=C1[N+](=O)[O-])Cl)C=1C(N(C2=CC=NC=C2C1)C)=O (3-(2,6-dichloro-3-nitro-phenyl)-1-methyl-1H-[1,6]naphthyridin-2-one). The yield is 80.2%. As a reaction SMILES: [Cl:1][C:2]1[C:7]([N+:8]([O-:10])=[O:9])=[CH:6][CH:5]=[C:4]([Cl:11])[C:3]=1[C:12]1[C:13](=[O:22])[NH:14][C:15]2[C:20]([CH:21]=1)=[CH:19][N:18]=[CH:17][CH:16]=2.I[CH3:24]>CN(C=O)C.CCOC(C)=O>[Cl:1][C:2]1[C:7]([N+:8]([O-:10])=[O:9])=[CH:6][CH:5]=[C:4]([Cl:11])[C:3]=1[C:12]1[C:13](=[O:22])[N:14]([CH3:24])[C:15]2[C:20]([CH:21]=1)=[CH:19][N:18]=[CH:17][CH:16]=2. Reported procedure: To a solution of 3-(2,6-dichloro-3-nitro-phenyl)-1H-[1,6]naphthyridin-2-one (2.0 g, 5.95 mmol) in DMF (50 mL) is added HNa (286 mg, 60%, 7.14 mmol) and IMe (0.5 mL, 8.03 mmol) at 0° C. The mixture is stirred for two hours at 0° C., diluted with EtOAc (300 ml) and washed with saturated K2CO3, brine and water. The organic layer is dried, filtered and concentrated to give crude product, which is purified by flash silica gel column elute with CH2Cl2 (100%) gradient to CH2Cl2/MeOH (2N NH3)(98.5/1.5) ... The solvent is CO (methanol). As a reaction SMILES: [CH3:1][N:2]1[C:6]([NH:7][C:8]([C:21]2[CH:26]=[CH:25][CH:24]=[CH:23][CH:22]=2)([C:15]2[CH:20]=[CH:19][CH:18]=[CH:17][CH:16]=2)[C:9]2[CH:14]=[CH:13][CH:12]=[CH:11][CH:10]=2)=[C:5]([CH2:27][CH2:28][C:29]([O:31]CC)=[O:30])[CH:4]=[N:3]1.[OH-].[Na+].C(O)(=O)CC(CC(O)=O)(C(O)=O)O>CO>[CH3:1][N:2]1[C:6]([NH:7][C:8]([C:9]2[CH:10]=[CH:11][CH:12]=[CH:13][CH:14]=2)([C:21]2[CH:26]=[CH:25][CH:24]=[CH:23][CH:22]=2)[C:15]2[CH:16]=[CH:17][CH:18]=[CH:19][CH:20]=2)=[C:5]([CH2:27][CH2:28][C:29]([OH:31])=[O:30])[CH:4]=[N:3]1 |f:1.2|. Procedure: To a solution of ethyl 3-(1-methyl-5-triphenylmethylaminopyrazol-4-yl)propionate (22 g, 50 mmol) in methanol (60 ml) was added 10% aqueous sodium hydroxide solution (60 ml), and the mixture was stirred under reflux for 2 hours. The reaction mixture was acidified with 10% aqueous citric acid solution, and the mixture was extracted with a mixed solvent of chloroform and methanol. The extract was dried over anhydrous magnesium sulfate, filtered, and concentrated in vacuo. The residue was triturated... Isolated yield 77.8%. The product is CN1N=CC(=C1NC(C1=CC=CC=C1)(C1=CC=CC=C1)C1=CC=CC=C1)CCC(=O)O (3-(1-methyl-5-triphenylmethylaminopyrazol-4-yl)propionic acid). The reactants are CN1N=CC(=C1NC(C1=CC=CC=C1)(C1=CC=CC=C1)C1=CC=CC=C1)CCC(=O)OCC (ethyl 3-(1-methyl-5-triphenylmethylaminopyrazol-4-yl)propionate), [OH-].[Na+] (sodium hydroxide), C(CC(O)(C(=O)O)CC(=O)O)(=O)O (citric acid). Reactants: C[Al](C)C (trimethylaluminum), C1(=CC=CC=C1)C (toluene), FC=1C=C2C=C(C=NC2=CC1)N (6-fluoro-quinolin-3-ylamine), C(C)OC(C1=CC=C(C=C1)N1CC2CCC(C1)CC2)=O (4-(3-aza-bicyclo[3.2.2]non-3-yl)-benzoic acid ethyl ester), resultant mixture. Run in CO (Methanol), ClCCCl (1,2-dichloroethane), ClCCl (dichloromethane). Run at time 15 minute. The product is C12CN(CC(CC1)CC2)C2=CC=C(C(=O)NC=1C=NC3=CC=C(C=C3C1)F)C=C2 (4-(3-Aza-bicyclo[3.2.2]non-3-yl)-N-(6-fluoro-quinolin-3-yl)-benzamide). Reaction SMILES: C[Al](C)C.C1(C)C=CC=CC=1.[F:12][C:13]1[CH:14]=[C:15]2[C:20](=[CH:21][CH:22]=1)[N:19]=[CH:18][C:17]([NH2:23])=[CH:16]2.C([O:26][C:27](=O)[C:28]1[CH:33]=[CH:32][C:31]([N:34]2[CH2:40][CH:39]3[CH2:41][CH2:42][CH:36]([CH2:37][CH2:38]3)[CH2:35]2)=[CH:30][CH:29]=1)C>ClCCCl.ClCCl.CO>[CH:39]12[CH2:38][CH2:37][CH:36]([CH2:42][CH2:41]1)[CH2:35][N:34]([C:31]1[CH:30]=[CH:29][C:28]([C:27]([NH:23][C:17]3[CH:18]=[N:19][C:20]4[C:15]([CH:16]=3)=[CH:14][C:13]([F:12])=[CH:22][CH:21]=4)=[O:26])=[CH:33][CH:32]=1)[CH2:40]2. Reported procedure: In a sealed tube, a solution of trimethylaluminum in toluene (3N, 0.41 mL, 1.23 mmol) was added to a solution of 6-fluoro-quinolin-3-ylamine (90 mg, 0.56 mmol) and 4-(3-aza-bicyclo[3.2.2]non-3-yl)-benzoic acid ethyl ester (180 mg, 0.65 mmol) in 1,2-dichloroethane (2 mL). The solution was allowed to stir at room temperature for 15 minutes, and then heated at 83° C. for 16 hours. The tube was cooled and carefully opened. Methanol (0.5 mL) was added and the resultant mixture was allowed to stir at ...